Task: describe an organic reaction: reactants, conditions, products, and yield. Dataset: the Open Reaction Database (ORD), a public repository of structured organic reaction records Reactants: O=C([O-])[O-], ClCc1ccc(-c2ccccc2)cc1, O=C(O)C(F)(F)F, O=C(O)C(F)(F)F, [K+], [K+], Nc1nc(N)c2nc(CN3CCNCC3)nnc2n1, CN(C)C=O. The product is Nc1nc(N)c2nc(CN3CCN(Cc4ccc(-c5ccccc5)cc4)CC3)nnc2n1. RXN SMILES: [C:41](=[O:42])([O-:43])[O-:44].[Cl:27][CH2:28][c:29]1[cH:30][cH:31][c:32](-[c:35]2[cH:36][cH:37][cH:38][cH:39][cH:40]2)[cH:33][cH:34]1.[F:20][C:21]([F:22])([F:23])[C:24]([OH:25])=[O:26].[F:47][C:48]([F:49])([F:50])[C:51]([OH:52])=[O:53].[K+:45].[K+:46].[N:1]1([CH2:7][c:8]2[n:9][n:10][c:11]3[c:12]([n:13]2)[c:14]([NH2:19])[n:15][c:16]([NH2:18])[n:17]3)[CH2:2][CH2:3][NH:4][CH2:5][CH2:6]1.[O:54]=[CH:55][N:56]([CH3:57])[CH3:58]>>[N:1]1([CH2:7][c:8]2[n:9][n:10][c:11]3[c:12]([n:13]2)[c:14]([NH2:19])[n:15][c:16]([NH2:18])[n:17]3)[CH2:2][CH2:3][N:4]([CH2:28][c:29]2[cH:30][cH:31][c:32](-[c:35]3[cH:36][cH:37][cH:38][cH:39][cH:40]3)[cH:33][cH:34]2)[CH2:5][CH2:6]1. Reactants: O=C=NC12CC3CC(CC(C3)C1)C2, CN(C)C=O, Cn1c(COc2ccc(CC3SC(=O)NC3=O)cc2)nc2ccc(Oc3ccc4cccc(N)c4c3)cc21. Product: Cn1c(COc2ccc(CC3SC(=O)NC3=O)cc2)nc2ccc(Oc3ccc4cccc(NC(=O)NC56CC7CC(CC(C7)C5)C6)c4c3)cc21. Reaction SMILES: [C:39]12([N:49]=[C:50]=[O:51])[CH2:40][CH:41]3[CH2:42][CH:43]([CH2:44][CH:45]([CH2:46]1)[CH2:47]3)[CH2:48]2.[CH3:52][N:53]([CH3:54])[CH:55]=[O:56].[NH2:1][c:2]1[cH:3][cH:4][cH:5][c:6]2[cH:7][cH:8][c:9]([O:12][c:13]3[cH:14][cH:15][c:16]4[c:17]([n:18]([CH3:37])[c:19]([CH2:21][O:22][c:23]5[cH:24][cH:25][c:26]([CH2:27][CH:28]6[C:29](=[O:34])[NH:30][C:31](=[O:33])[S:32]6)[cH:35][cH:36]5)[n:20]4)[cH:38]3)[cH:10][c:11]12>>[NH:1]([c:2]1[cH:3][cH:4][cH:5][c:6]2[cH:7][cH:8][c:9]([O:12][c:13]3[cH:14][cH:15][c:16]4[c:17]([n:18]([CH3:37])[c:19]([CH2:21][O:22][c:23]5[cH:24][cH:25][c:26]([CH2:27][CH:28]6[C:29](=[O:34])[NH:30][C:31](=[O:33])[S:32]6)[cH:35][cH:36]5)[n:20]4)[cH:38]3)[cH:10][c:11]12)[C:50]([NH:49][C:39]12[CH2:40][CH:41]3[CH2:42][CH:43]([CH2:44][CH:45]([CH2:46]1)[CH2:47]3)[CH2:48]2)=[O:51]. Reactants: CC(C)(C)OC(=O)N1CCC(Oc2ccc(CC#N)c(OC(F)(F)F)c2)CC1, CC(C)(C)OC(=O)OC(=O)OC(C)(C)C, CC(=O)O, CCN(C(C)C)C(C)C, Cl. Yields the product CC(C)(C)OC(=O)N1CCC(Oc2ccc(CC(=O)O)c(OC(F)(F)F)c2)CC1. RXN SMILES: [C:1]([CH3:2])([CH3:3])([CH3:4])[O:5][C:6](=[O:7])[N:8]1[CH2:9][CH2:10][CH:11]([O:14][c:15]2[cH:16][c:17]([O:24][C:25]([F:26])([F:27])[F:28])[c:18]([CH2:21][C:22]#[N:23])[cH:19][cH:20]2)[CH2:12][CH2:13]1.[C:29]([O:30][C:31]([O:32][C:33]([O:34][C:35]([CH3:36])([CH3:37])[CH3:38])=[O:39])=[O:40])([CH3:41])([CH3:42])[CH3:43].[CH3:53][C:54]([OH:55])=[O:56].[CH:44]([N:45]([CH2:46][CH3:47])[CH:48]([CH3:49])[CH3:50])([CH3:51])[CH3:52].[ClH:57]>>[C:1]([CH3:2])([CH3:3])([CH3:4])[O:5][C:6](=[O:7])[N:8]1[CH2:9][CH2:10][CH:11]([O:14][c:15]2[cH:16][c:17]([O:24][C:25]([F:26])([F:27])[F:28])[c:18]([CH2:53][C:54]([OH:55])=[O:56])[cH:19][cH:20]2)[CH2:12][CH2:13]1. The reactants are CCOC(=O)C(C)(C)SC1CCN(C(=O)OC(C)(C)C)CC1, Cl, C1COCCO1. Yields the product CCOC(=O)C(C)(C)SC1CCNCC1. Reaction SMILES: [C:1]([O:2][C:3](=[O:4])[N:8]1[CH2:9][CH2:10][CH:11]([S:14][C:15]([CH3:16])([CH3:17])[C:18](=[O:19])[O:20][CH2:21][CH3:22])[CH2:12][CH2:13]1)([CH3:5])([CH3:6])[CH3:7].[ClH:23].[O:24]1[CH2:25][CH2:26][O:27][CH2:28][CH2:29]1>>[NH:8]1[CH2:9][CH2:10][CH:11]([S:14][C:15]([CH3:16])([CH3:17])[C:18](=[O:19])[O:20][CH2:21][CH3:22])[CH2:12][CH2:13]1. Reactants: N (ammonia), N (ammonia), CNN (Methylhydrazine), CN1N=CC=C1 (N-methylpyrazole), N (ammonia), N (ammonia), Cl (HCl), CN(C=CC(=O)C1=C(C=CC(=C1)NC(C)=O)OC)C (3-dimethylamino-1-(2′-methoxy-5′-acetamidophenyl)prop-2-en-1-one), CN1N=CC=C1 (N-methylpyrazole). Run in CO (methanol). Run at temperature -15 celsius. Product: COC1=C(C=C(C=C1)NC(C)=O)C1=CC=NN1C (5-(2′-methoxy-5′-acetamidophenyl)-1-methyl-1H-pyrazole). The yield is 80.0%. RXN SMILES: [CH3:1][NH:2]N.Cl.C[N:6](C)[CH:7]=[CH:8][C:9]([C:11]1[CH:16]=[C:15]([NH:17][C:18](=[O:20])[CH3:19])[CH:14]=[CH:13][C:12]=1[O:21][CH3:22])=O.N.CN1C=CC=N1>CO>[CH3:22][O:21][C:12]1[CH:13]=[CH:14][C:15]([NH:17][C:18](=[O:20])[CH3:19])=[CH:16][C:11]=1[C:9]1[N:2]([CH3:1])[N:6]=[CH:7][CH:8]=1. Procedure: Methylhydrazine (319.3 g) was added to methanol (13.931 L) stirred and chilled to −15° C. under nitrogen. Aqueous HCl (37 wt %, 1859.6 g) was then added at a rate sufficiently slow to enable the stirred solution to be maintained at −12 to −7° C. with reactor jacket cooling. As stirring under nitrogen was continued at −10° C., 3-dimethylamino-1-(2′-methoxy-5′-acetamidophenyl)prop-2-en-1-one (4, 1546.9 g) was added as a solid over ten minutes. The resulting homogenous dark brown solution was stirr... Reactants: ClCCS(=O)(=O)C1=CC=CC=C1 (2-chloroethylphenylsulfone), C1(C=2C(C(N1)=O)=CC=CC2)=O.[K] (potassium phthalimide). The solvent is CN(C=O)C (dimethylformamide). Yields the product C1(=CC=CC=C1)S(=O)(=O)CCN1C(C2=CC=CC=C2C1=O)=O (2-[2-(Phenylsulfonyl)ethyl]-1H-isoindole-1,3-(2H)-dione). Isolated yield 35.7%. Reaction SMILES: Cl[CH2:2][CH2:3][S:4]([C:7]1[CH:12]=[CH:11][CH:10]=[CH:9][CH:8]=1)(=[O:6])=[O:5].[C:13]1(=[O:23])[NH:17][C:16](=[O:18])[C:15]2=[CH:19][CH:20]=[CH:21][CH:22]=[C:14]12.[K]>CN(C)C=O>[C:7]1([S:4]([CH2:3][CH2:2][N:17]2[C:13](=[O:23])[C:14]3[C:15](=[CH:19][CH:20]=[CH:21][CH:22]=3)[C:16]2=[O:18])(=[O:6])=[O:5])[CH:12]=[CH:11][CH:10]=[CH:9][CH:8]=1 |f:1.2,^1:23|. Reported procedure: A solution of 30.7 g (0.15 mole) of 2-chloroethylphenylsulfone and 69.5 g (0.375 mole) of potassium phthalimide in 600 ml of dimethylformamide was heated overnight at 85° C. The reaction mixture was stripped to dryness and the residue was partitioned between water and chloroform. The chloroform layer was dried and filtered and solvent was evaporated from the filtrate to give an oil which crystallized on standing. The solid was triturated with isopropyl ether and the mixture cooled under refriger... As a reaction SMILES: [CH3:16][O:17][CH2:18][CH:19]1[NH:20][CH2:21][CH2:22][CH2:23]1.[CH3:1][c:2]1[cH:3][cH:4][c:5](-[c:8]2[c:9]([C:13](=[O:14])[OH:15])[cH:10][n:11][o:12]2)[cH:6][cH:7]1>>[CH3:1][c:2]1[cH:3][cH:4][c:5](-[c:8]2[c:9]([C:13](=[O:15])[N:20]3[CH:19]([CH2:18][O:17][CH3:16])[CH2:23][CH2:22][CH2:21]3)[cH:10][n:11][o:12]2)[cH:6][cH:7]1. The product is COCC1CCCN1C(=O)c1cnoc1-c1ccc(C)cc1. Reactants: COCC1CCCN1, Cc1ccc(-c2oncc2C(=O)O)cc1.